This data is from the Open Reaction Database (ORD), a public repository of structured organic reaction records. The task is: describe an organic reaction: reactants, conditions, products, and yield The reactants are COC=1C=C(C(=O)NC=2C=C(C(=O)O)C=CC2C)C=CC1OC (3-(3,4-dimethoxybenzamido)-4-methylbenzoic acid), C1(CCC1)N (cyclobutylamine). The product is C1(CCC1)NC(C1=CC(=C(C=C1)C)NC(C1=CC(=C(C=C1)OC)OC)=O)=O (N-cyclobutyl-3-(3,4-dimethoxybenzamido)-4-methylbenzamide). RXN SMILES: [CH3:1][O:2][C:3]1[CH:4]=[C:5]([CH:19]=[CH:20][C:21]=1[O:22][CH3:23])[C:6]([NH:8][C:9]1[CH:10]=[C:11]([CH:15]=[CH:16][C:17]=1[CH3:18])[C:12]([OH:14])=O)=[O:7].[CH:24]1([NH2:28])[CH2:27][CH2:26][CH2:25]1>>[CH:24]1([NH:28][C:12](=[O:14])[C:11]2[CH:15]=[CH:16][C:17]([CH3:18])=[C:9]([NH:8][C:6](=[O:7])[C:5]3[CH:19]=[CH:20][C:21]([O:22][CH3:23])=[C:3]([O:2][CH3:1])[CH:4]=3)[CH:10]=2)[CH2:27][CH2:26][CH2:25]1. Procedure: Using an analogous procedure to that described in Example 8, 3-(3,4-dimethoxybenzamido)-4-methylbenzoic acid was reacted with cyclobutylamine to give the title compound; Mass Spectrum: M+H+ 369.